Dataset: the Open Reaction Database (ORD), a public repository of structured organic reaction records. Task: describe an organic reaction: reactants, conditions, products, and yield Starting materials: CCSC(C)=S, CS(=O)c1ccc(N2CC(CN)OC2=O)cc1F, CN(C)C=O. Product: CC(=S)NCC1CN(c2ccc(S(C)=O)c(F)c2)C(=O)O1. Reaction SMILES: [C:19]([CH3:20])(=[S:21])[S:22][CH2:23][CH3:24].[NH2:1][CH2:2][CH:3]1[CH2:4][N:5]([c:9]2[cH:10][c:11]([F:18])[c:12]([S:15](=[O:16])[CH3:17])[cH:13][cH:14]2)[C:6](=[O:8])[O:7]1.[O:25]=[CH:26][N:27]([CH3:28])[CH3:29]>>[NH:1]([CH2:2][CH:3]1[CH2:4][N:5]([c:9]2[cH:10][c:11]([F:18])[c:12]([S:15](=[O:16])[CH3:17])[cH:13][cH:14]2)[C:6](=[O:8])[O:7]1)[C:19]([CH3:20])=[S:21].